describe an organic reaction: reactants, conditions, products, and yield From a dataset of the Open Reaction Database (ORD), a public repository of structured organic reaction records. As a reaction SMILES: [CH:1]([N:4]([CH:26]([CH3:28])[CH3:27])[C:5](=[O:25])[CH:6]([C:19]1[CH:20]=[N:21][CH:22]=[CH:23][CH:24]=1)[CH:7]([C:13]1[CH:18]=[CH:17][CH:16]=[CH:15][CH:14]=1)[CH2:8][C:9]([O:11]C)=[O:10])([CH3:3])[CH3:2].O.[OH-].[Na+].Cl>CCO>[CH:26]([N:4]([CH:1]([CH3:3])[CH3:2])[C:5](=[O:25])[CH:6]([C:19]1[CH:20]=[N:21][CH:22]=[CH:23][CH:24]=1)[CH:7]([C:13]1[CH:18]=[CH:17][CH:16]=[CH:15][CH:14]=1)[CH2:8][C:9]([OH:11])=[O:10])([CH3:27])[CH3:28] |f:2.3|. Reported procedure: To a solution of methyl 5-(diisopropylamino)-5-oxo-3-phenyl-4-pyridin-3-ylpentanoate (Diastereomer 2, 1.095 g, 2.863 mmol) in EtOH (13 mL) was added water (15 mL) followed by 1 N aqueous NaOH (5.725 mL). The reaction mixture was stirred at room temperature. After 24 h, 1N HCl (5.725 mL) was added. The mixture was then extracted with CH2Cl2 (4×). The combined organic layers were dried over anhydrous Na2SO4 and concentrated to give a light yellow solid. The reactants are C(C)(C)N(C(C(C(CC(=O)OC)C1=CC=CC=C1)C=1C=NC=CC1)=O)C(C)C (methyl 5-(diisopropylamino)-5-oxo-3-phenyl-4-pyridin-3-ylpentanoate), O (water), Cl (HCl), [OH-].[Na+] (NaOH). Solvent: CCO (EtOH). Run at time 24 hour. Yields the product C(C)(C)N(C(C(C(CC(=O)O)C1=CC=CC=C1)C=1C=NC=CC1)=O)C(C)C (5-(diisopropylamino)-5-oxo-3-phenyl-4-pyridin-3-ylpentanoic acid). Starting materials: solution, Cl (hydrochloric acid), C(C)(C)(C)OC(=O)NC[C@H](C(=O)OC)N1CCN(CC1)S(=O)(=O)C (methyl (R)-3-tert-butoxycarbonylamino-2-(4-methanesulphonylpiperazin-1-yl)propanoate). Run in C(C)(C)O (isopropanol), CO (methanol). Run at temperature 40 celsius, time 3 hour. The product is Cl.NC[C@H](C(=O)OC)N1CCN(CC1)S(=O)(=O)C (methyl (R)-3-amino-2-(4-methanesulphonylpiperazin-1-yl)propanoate hydrochloride). Yield: 97.0%. Reaction SMILES: [ClH:1].C(OC([NH:9][CH2:10][C@@H:11]([N:16]1[CH2:21][CH2:20][N:19]([S:22]([CH3:25])(=[O:24])=[O:23])[CH2:18][CH2:17]1)[C:12]([O:14][CH3:15])=[O:13])=O)(C)(C)C>C(O)(C)C.CO>[ClH:1].[NH2:9][CH2:10][C@@H:11]([N:16]1[CH2:21][CH2:20][N:19]([S:22]([CH3:25])(=[O:24])=[O:23])[CH2:18][CH2:17]1)[C:12]([O:14][CH3:15])=[O:13] |f:4.5|. Reported procedure: 15 ml of a solution of hydrochloric acid in isopropanol having a concentration of 5-6N are added dropwise to a solution of 3.8 g (10.4 mmol) of methyl (R)-3-tert-butoxycarbonylamino-2-(4-methanesulphonylpiperazin-1-yl)propanoate in 50 ml of methanol. The reaction medium is stirred at 40° C. for 3 h, concentrated under vacuum then taken up in diethyl ether. The product precipitates, is filtered, rinsed with diethyl ether then dried under vacuum. 3 g (97%) of methyl (R)-3-amino-2-(4-methanesulphon...